This data is from the Open Reaction Database (ORD), a public repository of structured organic reaction records. The task is: describe an organic reaction: reactants, conditions, products, and yield Reactants: 23(iii), [N+](=O)([O-])C1=CC=C(COC(=O)NC=N)C=C1 (N-(4-nitrobenzyloxycarbonyl)formamidine), 23(iv), Cl.COC1=CC=C(CS[C@H]2C[C@H](N(C2)C(=O)OCC2=CC=C(C=C2)[N+](=O)[O-])C(=O)N[C@H]2CNCC2)C=C1 ((2S,4S)-4-(4-methoxybenzylthio)-1-(4-nitrobenzyloxycarbonyl)-2-[(3R)-pyrrolidin-3-ylaminocarbonyl]pyrrolidine hydrochloride). Yields the product S[C@H]1C[C@H](N(C1)C(=O)OCC1=CC=C(C=C1)[N+](=O)[O-])C(=O)N[C@H]1CN(CC1)C=NC(=O)OCC1=CC=C(C=C1)[N+](=O)[O-] ((2S,4S)-4-mercapto-2-[(3R)-1-(N-4-nitrobenzyloxycarbonylformimidoyl)pyrrolidin-3-ylaminocarbonyl]-1-(4-nitrobenzyloxycarbonyl)pyrrolidine). Isolated yield 52.9%. RXN SMILES: Cl.COC1C=CC(C[S:9][C@@H:10]2[CH2:14][N:13]([C:15]([O:17][CH2:18][C:19]3[CH:24]=[CH:23][C:22]([N+:25]([O-:27])=[O:26])=[CH:21][CH:20]=3)=[O:16])[C@H:12]([C:28]([NH:30][C@@H:31]3[CH2:35][CH2:34][NH:33][CH2:32]3)=[O:29])[CH2:11]2)=CC=1.[N+:38]([C:41]1[CH:53]=[CH:52][C:44]([CH2:45][O:46][C:47]([NH:49][CH:50]=N)=[O:48])=[CH:43][CH:42]=1)([O-:40])=[O:39]>>[SH:9][C@@H:10]1[CH2:14][N:13]([C:15]([O:17][CH2:18][C:19]2[CH:24]=[CH:23][C:22]([N+:25]([O-:27])=[O:26])=[CH:21][CH:20]=2)=[O:16])[C@H:12]([C:28]([NH:30][C@@H:31]2[CH2:35][CH2:34][N:33]([CH:50]=[N:49][C:47]([O:46][CH2:45][C:44]3[CH:52]=[CH:53][C:41]([N+:38]([O-:40])=[O:39])=[CH:42][CH:43]=3)=[O:48])[CH2:32]2)=[O:29])[CH2:11]1 |f:0.1|. Procedure: Following a procedure similar to that described in Preparations 23(iii) and 23(iv), but using 1.38 g of (2S,4S)-4-(4-methoxybenzylthio)-1-(4-nitrobenzyloxycarbonyl)-2-[(3R)-pyrrolidin-3-ylaminocarbonyl]pyrrolidine hydrochloride and 564 mg of N-(4-nitrobenzyloxycarbonyl)formamidine, 795 mg of the title compound were obtained as a powder. Reactants: O=C([O-])[O-], COc1ccc(B(O)O)c(OC)c1, COCCOC, Cc1nc[nH]c1C=C1C(=O)Nc2ccc(F)c(I)c21, [Na+], [Na+], CN(C)C=O. Yields the product COc1ccc(-c2c(F)ccc3c2C(=Cc2[nH]cnc2C)C(=O)N3)c(OC)c1. RXN SMILES: [C:20](=[O:21])([O-:22])[O-:23].[CH3:26][O:27][c:28]1[c:29]([B:36]([OH:37])[OH:38])[cH:30][cH:31][c:32]([O:34][CH3:35])[cH:33]1.[CH3:44][O:45][CH2:46][CH2:47][O:48][CH3:49].[F:1][c:2]1[c:3]([I:19])[c:4]2[c:8]([cH:9][cH:10]1)[NH:7][C:6](=[O:11])[C:5]2=[CH:12][c:13]1[c:14]([CH3:18])[n:15][cH:16][nH:17]1.[Na+:24].[Na+:25].[O:39]=[CH:40][N:41]([CH3:42])[CH3:43]>>[F:1][c:2]1[c:3](-[c:29]2[c:28]([O:27][CH3:26])[cH:33][c:32]([O:34][CH3:35])[cH:31][cH:30]2)[c:4]2[c:8]([cH:9][cH:10]1)[NH:7][C:6](=[O:11])[C:5]2=[CH:12][c:13]1[c:14]([CH3:18])[n:15][cH:16][nH:17]1.